From a dataset of the Open Reaction Database (ORD), a public repository of structured organic reaction records. describe an organic reaction: reactants, conditions, products, and yield Starting materials: Cc1cc(C)cc(CC(NC(=S)NCCO)c2cccc(C)c2C)c1, Cl. Yields the product Cc1cc(C)cc(CC(NC2=NCCS2)c2cccc(C)c2C)c1. Reaction SMILES: [CH3:1][c:2]1[cH:3][c:4]([CH2:9][CH:10]([c:11]2[c:12]([CH3:18])[c:13]([CH3:17])[cH:14][cH:15][cH:16]2)[NH:19][C:20](=[S:21])[NH:22][CH2:23][CH2:24][OH:25])[cH:5][c:6]([CH3:8])[cH:7]1.[ClH:26]>>[CH3:1][c:2]1[cH:3][c:4]([CH2:9][CH:10]([c:11]2[c:12]([CH3:18])[c:13]([CH3:17])[cH:14][cH:15][cH:16]2)[NH:19][C:20]2=[N:22][CH2:23][CH2:24][S:21]2)[cH:5][c:6]([CH3:8])[cH:7]1. Starting materials: aldehyde, Cl.NO (Hydroxylamine hydrochloride), C(C)O (ethanol), C(C=C)C1=C(C=O)C(=C(C=C1O)CC=C)O (2,5-diallyl-3,6-dihydroxybenzaldehyde). Solvent: O (water). The product is C(C=C)C1=C(C=NO)C(=C(C=C1O)CC=C)O (2,5-Diallyl-3,6-dihydroxybenzaldoxime). Reaction SMILES: Cl.[NH2:2][OH:3].[CH2:4]([C:7]1[C:14]([OH:15])=[CH:13][C:12]([CH2:16][CH:17]=[CH2:18])=[C:11]([OH:19])[C:8]=1[CH:9]=O)[CH:5]=[CH2:6].C(O)C>O>[CH2:4]([C:7]1[C:14]([OH:15])=[CH:13][C:12]([CH2:16][CH:17]=[CH2:18])=[C:11]([OH:19])[C:8]=1[CH:9]=[N:2][OH:3])[CH:5]=[CH2:6] |f:0.1|. Procedure: Hydroxylamine hydrochloride (2 g) was dissolved in 20 ml of water and added to 2,5-diallyl-3,6-dihydroxybenzaldehyde (2 g). Enough ethanol was added to completely solubilise the aldehyde. The mixture was heated on a steam bath for ten minutes until TLC showed the reaction to be complete. The water and ethanol were evaporated and the solid recrystallised from ethanol/water, to give a beige solid, m.p. 241°-243° C. Starting materials: CC(C)(C)OC(=O)N1CC2CC(C(=O)O)CC2C1, C(=NC1CCCCC1)=NC1CCCCC1, ClCCl, OCC(F)(F)F. The product is CC(C)(C)OC(=O)N1CC2CC(C(=O)OCC(F)(F)F)CC2C1. As a reaction SMILES: [C:1]([CH3:2])([CH3:3])([CH3:4])[O:5][C:6](=[O:7])[N:8]1[CH2:9][CH:10]2[CH2:11][CH:12]([C:16](=[O:17])[OH:18])[CH2:13][CH:14]2[CH2:15]1.[CH:25]1([N:26]=[C:27]=[N:28][CH:29]2[CH2:30][CH2:31][CH2:32][CH2:33][CH2:34]2)[CH2:35][CH2:36][CH2:37][CH2:38][CH2:39]1.[Cl:40][CH2:41][Cl:42].[OH:19][CH2:20][C:21]([F:22])([F:23])[F:24]>>[C:1]([CH3:2])([CH3:3])([CH3:4])[O:5][C:6](=[O:7])[N:8]1[CH2:9][CH:10]2[CH2:11][CH:12]([C:16](=[O:17])[O:18][CH2:20][C:21]([F:22])([F:23])[F:24])[CH2:13][CH:14]2[CH2:15]1. Starting materials: [Al+3], COc1ccccc1, [Cl-], [Cl-], [Cl-], O=C(Cl)C(=O)Cl, ClCCl, Cl, O=C(O)c1ccc(I)cc1, CN(C)C=O. Yields the product COc1ccc(C(=O)c2ccc(I)cc2)cc1. Reaction SMILES: [Al+3:26].[CH3:17][O:18][c:19]1[cH:20][cH:21][cH:22][cH:23][cH:24]1.[Cl-:25].[Cl-:27].[Cl-:28].[Cl:11][C:12]([C:13]([Cl:14])=[O:15])=[O:16].[Cl:30][CH2:31][Cl:32].[ClH:29].[I:1][c:2]1[cH:3][cH:4][c:5]([C:6](=[O:7])[OH:8])[cH:9][cH:10]1.[O:33]=[CH:34][N:35]([CH3:36])[CH3:37]>>[I:1][c:2]1[cH:3][cH:4][c:5]([C:6](=[O:8])[c:22]2[cH:21][cH:20][c:19]([O:18][CH3:17])[cH:24][cH:23]2)[cH:9][cH:10]1. The reactants are C(C1=CC=CC=C1)O[C@H]1[C@H](SCC)O[C@@H]([C@@H]([C@@H]1OCC1=CC=CC=C1)O)COCC1=CC=CC=C1 (ethyl 2,3,6-tri-O-benzyl-1-thio-β-D-galactopyranoside), BrCC(=O)Br (bromoacetyl bromide), N1=C(C=C(C=C1C)C)C (collidine). Reagents/catalysts: CN(C1=CC=NC=C1)C (4-dimethylaminopyridine). The solvent is C(Cl)Cl (CH2Cl2), C(Cl)Cl (CH2Cl2), C(Cl)Cl (CH2Cl2). Product: C(C1=CC=CC=C1)O[C@H]1[C@H](SCC)O[C@@H]([C@@]([C@@H]1OCC1=CC=CC=C1)(O)C(CBr)=O)COCC1=CC=CC=C1 (ethyl 2,3,6-tri-O-benzyl-4-bromoacetyl-1-thio-β-D-galacto-pyranoside). Isolated yield 305.9%. RXN SMILES: [CH2:1]([O:8][C@@H:9]1[C@@H:17]([O:18][CH2:19][C:20]2[CH:25]=[CH:24][CH:23]=[CH:22][CH:21]=2)[C@@H:16]([OH:26])[C@@H:15]([CH2:27][O:28][CH2:29][C:30]2[CH:35]=[CH:34][CH:33]=[CH:32][CH:31]=2)[O:14][C@H:10]1[S:11][CH2:12][CH3:13])[C:2]1[CH:7]=[CH:6][CH:5]=[CH:4][CH:3]=1.N1C(C)=CC(C)=CC=1C.[Br:45][CH2:46][C:47](Br)=[O:48]>CN(C)C1C=CN=CC=1.C(Cl)Cl>[CH2:1]([O:8][C@@H:9]1[C@@H:17]([O:18][CH2:19][C:20]2[CH:21]=[CH:22][CH:23]=[CH:24][CH:25]=2)[C@@:16]([C:47](=[O:48])[CH2:46][Br:45])([OH:26])[C@@H:15]([CH2:27][O:28][CH2:29][C:30]2[CH:31]=[CH:32][CH:33]=[CH:34][CH:35]=2)[O:14][C@H:10]1[S:11][CH2:12][CH3:13])[C:2]1[CH:7]=[CH:6][CH:5]=[CH:4][CH:3]=1. Procedure details: A mixture of ethyl 2,3,6-tri-O-benzyl-1-thio-β-D-galactopyranoside (4.14 g, 8.38 mmol), sym. collidine (3.65 g, 30.16 mmol), and 4-dimethylaminopyridine in dry CH2Cl2 (60 ml) was stirred at 0° C. and bromoacetyl bromide (2.53, 2.57 mmol) in CH2Cl2 added dropwise in 15 minutes. The reaction mixture was diluted with CH2Cl2 (100 ml) and washed with 5% HCl solution (3×30 ml) and saturated NaHCO3 solution (30 ml). The solution was dried over MgSO4 and evaporated. The residue was purified by chromatog... The reactants are Cl.ClC=1C(=CC2=C(N(C(N2)=O)C2CCNCC2)C1)F (6-Chloro-5-fluoro-1-(4-piperidinyl)-1,3-dihydro-2H-benzimidazol-2-one hydrochloride), Ti(iPrO)4, O1CCC(CC1)=O (tetrahydro-4H-pyran-4-one), [BH3-]C#N.[Na+] (NaBH3CN). The solvent is CO (methanol). Run at time 3 hour. The product is ClC=1C(=CC2=C(N(C(N2)=O)C2CCN(CC2)C2CCOCC2)C1)F (6-chloro-5-fluoro-1-[1-(tetrahydro-2H-pyran-4-yl)-4-piperidinyl]-1,3-dihydro-2H-benzimidazol-2-one). Reaction SMILES: Cl.[Cl:2][C:3]1[C:4]([F:19])=[CH:5][C:6]2[NH:10][C:9](=[O:11])[N:8]([CH:12]3[CH2:17][CH2:16][NH:15][CH2:14][CH2:13]3)[C:7]=2[CH:18]=1.[O:20]1[CH2:25][CH2:24][C:23](=O)[CH2:22][CH2:21]1.[BH3-]C#N.[Na+]>CO>[Cl:2][C:3]1[C:4]([F:19])=[CH:5][C:6]2[NH:10][C:9](=[O:11])[N:8]([CH:12]3[CH2:13][CH2:14][N:15]([CH:23]4[CH2:24][CH2:25][O:20][CH2:21][CH2:22]4)[CH2:16][CH2:17]3)[C:7]=2[CH:18]=1 |f:0.1,3.4|. Reported procedure: 6-Chloro-5-fluoro-1-(4-piperidinyl)-1,3-dihydro-2H-benzimidazol-2-one hydrochloride (D5) (0.286 mmol, 77 mg), Ti(iPrO)4 (2 eq., 0.572 mmol, 0.170 ml), tetrahydro-4H-pyran-4-one (2 eq., 0.572 mmol, 0.053 ml) were stirred together at room temperature for one hour; dry methanol (2 ml) followed by NaBH3CN (2 eq., 0.572 mmol, 36 mgs) were added and the mixture was stirred under argon at room temperature for 3 hours. The crude mixture was subsequently quenched with water (5 ml) and it was firstly puri... Starting materials: OC(CC(C)=O)CCSC1=CC(=CC=C1)OC (4-hydroxy-6-(3-methoxyphenylthio)-2-hexanone), C1(=CC=C(C=C1)S(=O)(=O)O)C (p-toluene sulfonic acid). The solvent is C1(=CC=CC=C1)C (toluene). The product is COC=1C=C(C=CC1)SCCC=CC(C)=O (6-(3-methoxyphenylthio)-3-hexen-2-one). Yield: 90.3%. Reaction SMILES: O[CH:2]([CH2:7][CH2:8][S:9][C:10]1[CH:15]=[CH:14][CH:13]=[C:12]([O:16][CH3:17])[CH:11]=1)[CH2:3][C:4](=[O:6])[CH3:5].C1(C)C=CC(S(O)(=O)=O)=CC=1>C1(C)C=CC=CC=1>[CH3:17][O:16][C:12]1[CH:11]=[C:10]([S:9][CH2:8][CH2:7][CH:2]=[CH:3][C:4](=[O:6])[CH3:5])[CH:15]=[CH:14][CH:13]=1. Reported procedure: 1.00 Gram of 4-hydroxy-6-(3-methoxyphenylthio)-2-hexanone was dissolved in 100 ml of toluene, and 0.02 g of p-toluene sulfonic acid was added thereto. The resulting mixture was refluxed for 2.5 hours with stirring. After having been cooled, the mixture was washed with a saturated aqueous sodium hydrogencarbonate solution and then saturated aqueous sodium chloride solution. Then the mixture was dried over anhydrous magnesium sulfate. Removing the solvent from the mixture under reduced pressure ga... Starting materials: OCCC1=C2CC(NC2=CC=C1)=O (4-(2-Hydroxy-ethyl)-1,3-dihydro-indol-2-one), N1(CCCC1)CCOC=1C=C2C=C(NC2=CC1)C=O (5-(2-pyrrolidin-1-yl-ethoxy)-1H-indole-2-carbaldehyde). The product is OCCC1=C2C(C(NC2=CC=C1)=O)=CC=1NC2=CC=C(C=C2C1)OCCN1CCCC1 (4-(2-Hydroxy-ethyl)-3-[5-(2-pyrrolidin-1-yl-ethoxy)-1H-indol-2-ylmethylene]-1,3-dihydro-indol-2-one). As a reaction SMILES: [OH:1][CH2:2][CH2:3][C:4]1[CH:12]=[CH:11][CH:10]=[C:9]2[C:5]=1[CH2:6][C:7](=[O:13])[NH:8]2.[N:14]1([CH2:19][CH2:20][O:21][C:22]2[CH:23]=[C:24]3[C:28](=[CH:29][CH:30]=2)[NH:27][C:26]([CH:31]=O)=[CH:25]3)[CH2:18][CH2:17][CH2:16][CH2:15]1>>[OH:1][CH2:2][CH2:3][C:4]1[CH:12]=[CH:11][CH:10]=[C:9]2[C:5]=1[C:6](=[CH:31][C:26]1[NH:27][C:28]3[C:24]([CH:25]=1)=[CH:23][C:22]([O:21][CH2:20][CH2:19][N:14]1[CH2:18][CH2:17][CH2:16][CH2:15]1)=[CH:30][CH:29]=3)[C:7](=[O:13])[NH:8]2. Reported procedure: 4-(2-Hydroxy-ethyl)-1,3-dihydro-indol-2-one was condensed with 5-(2-pyrrolidin-1-yl-ethoxy)-1H-indole-2-carbaldehyde to give the title compound. Reactants: CC1Cc2cc(CCOc3ccc(N=C=O)cc3)ccc2O1, CNOC, Cc1ccccc1. Yields the product CON(C)C(=O)Nc1ccc(OCCc2ccc3c(c2)CC(C)O3)cc1. Reaction SMILES: [CH3:1][CH:2]1[O:3][c:4]2[c:5]([cH:7][c:8]([CH2:11][CH2:12][O:13][c:14]3[cH:15][cH:16][c:17]([N:20]=[C:21]=[O:22])[cH:18][cH:19]3)[cH:9][cH:10]2)[CH2:6]1.[CH3:23][NH:24][O:25][CH3:26].[CH3:27][c:28]1[cH:29][cH:30][cH:31][cH:32][cH:33]1>>[CH3:1][CH:2]1[O:3][c:4]2[c:5]([cH:7][c:8]([CH2:11][CH2:12][O:13][c:14]3[cH:15][cH:16][c:17]([NH:20][C:21](=[O:22])[N:24]([CH3:23])[O:25][CH3:26])[cH:18][cH:19]3)[cH:9][cH:10]2)[CH2:6]1. The reactants are solution, C1(=CC=CC=C1)[Mg]Br (phenyl magnesium bromide), C(C1=CC=CC=C1)=C1C(C2CC3CCC(N13)C2)=O (8-benzylidene-9-azatricyclo[4.3.1.04,9 ]decan-7-one), [Cl-].[NH4+] (ammonium chloride). Solvent: CCOCC (ether), C1(=CC=CC=C1)C (toluene), C1(=CC=CC=C1)C (toluene). Conditions: temperature 0 celsius, time 1 hour. The product is C1(=CC=CC=C1)C(C1C(C2CC3CCC(N13)C2)=O)C2=CC=CC=C2 (8-(Diphenylmethyl)-9-azatricyclo[4.3.1.04,9 ]decan-7-one). Yield: 53.0%. RXN SMILES: [C:1]1([Mg]Br)[CH:6]=[CH:5][CH:4]=[CH:3][CH:2]=1.[CH:9](=[C:16]1[N:24]2[CH:20]3[CH2:21][CH2:22][CH:23]2[CH2:25][CH:18]([CH2:19]3)[C:17]1=[O:26])[C:10]1[CH:15]=[CH:14][CH:13]=[CH:12][CH:11]=1.[Cl-].[NH4+]>CCOCC.C1(C)C=CC=CC=1>[C:1]1([CH:9]([C:10]2[CH:15]=[CH:14][CH:13]=[CH:12][CH:11]=2)[CH:16]2[N:24]3[CH:20]4[CH2:21][CH2:22][CH:23]3[CH2:25][CH:18]([CH2:19]4)[C:17]2=[O:26])[CH:6]=[CH:5][CH:4]=[CH:3][CH:2]=1 |f:2.3|. Procedure: To a 100 ml three-necked round-bottomed flask equipped with a rubber septum and nitrogen inlet were added 5 ml dry toluene and 4.43 ml (13.3 mmol) of a 3.0M solution of phenyl magnesium bromide in ether. The solution was cooled to 0° C., and a solution of 2.07 g (8.87 mmol) 8-benzylidene-9-azatricyclo[4.3.1.04,9 ]decan-7-one in 20 ml toluene was added over 5 min. The reaction was allowed to stir at 0° C. for 1 hour and then poured into saturated aqueous ammonium chloride. The mixture was extract...